Dataset: the Open Reaction Database (ORD), a public repository of structured organic reaction records. Task: describe an organic reaction: reactants, conditions, products, and yield Procedure: 4.39 g (11 mmoles) of thioisoguanine and 7.10 g (121 mmoles) of neutral Raney-nickel are refluxed in 50 ml of 1-propanol for 4.5 hours. The nickel was filtered off and the filtrate evaporated to dryness. The residue (3.79 g/93.8%) was dissolved in 20 ml of chloroform and 0.4 ml methanol and filtered through 24 g of silicagel in a column also with 2% methanol. The combined fractions were washed with 1N NaOH and the organic phase evaporated to dryness. The residue (2.69 g/66.6%) was dissolved in 3... The reagents and catalysts are [Ni] (Raney-nickel). The product is N1=CNC2=NC=NC2=C1 (3H-purine). Starting materials: N1C(=S)N=C2N=CNC2=C1N (thioisoguanine). Run in C(CC)O (1-propanol). The yield is 140.8%. As a reaction SMILES: [NH:1]1[C:10](N)=[C:9]2[C:5]([N:6]=[CH:7][NH:8]2)=[N:4][C:2]1=S>C(O)CC.[Ni]>[N:1]1[CH:10]=[C:9]2[C:5](=[N:6][CH:7]=[N:8]2)[NH:4][CH:2]=1.